Dataset: the Open Reaction Database (ORD), a public repository of structured organic reaction records. Task: describe an organic reaction: reactants, conditions, products, and yield Reactants: C(#N)C1=C(C(=C(C=C1)C=1C=NN(C1O)C1=NC=C(C(=O)O)C=C1)C)F (6-(4-(4-cyano-3-fluoro-2-methylphenyl)-5-hydroxy-1H-pyrazol-1-yl)nicotinic acid), CN1[C@H](CNCC1)C ((S)-1,2-dimethylpiperazine). Product: C[C@H]1CN(CCN1C)C(=O)C=1C=CC(=NC1)N1N=CC(=C1O)C1=C(C(=C(C#N)C=C1)F)C ((S)-4-(1-(5-(3,4-dimethylpiperazine-1-carbonyl)pyridin-2-yl)-5-hydroxy-1H-pyrazol-4-yl)-2-fluoro-3-methylbenzonitrile). RXN SMILES: [C:1]([C:3]1[CH:8]=[CH:7][C:6]([C:9]2[CH:10]=[N:11][N:12]([C:15]3[CH:23]=[CH:22][C:18]([C:19](O)=[O:20])=[CH:17][N:16]=3)[C:13]=2[OH:14])=[C:5]([CH3:24])[C:4]=1[F:25])#[N:2].[CH3:26][N:27]1[CH2:32][CH2:31][NH:30][CH2:29][C@@H:28]1[CH3:33]>>[CH3:33][C@@H:28]1[N:27]([CH3:26])[CH2:32][CH2:31][N:30]([C:19]([C:18]2[CH:22]=[CH:23][C:15]([N:12]3[C:13]([OH:14])=[C:9]([C:6]4[CH:7]=[CH:8][C:3]([C:1]#[N:2])=[C:4]([F:25])[C:5]=4[CH3:24])[CH:10]=[N:11]3)=[N:16][CH:17]=2)=[O:20])[CH2:29]1. Procedure: The title compound was prepared in a manner similar to Example 303 using 6-(4-(4-cyano-3-fluoro-2-methylphenyl)-5-hydroxy-1H-pyrazol-1-yl)nicotinic acid and (S)-1,2-dimethylpiperazine. 1H NMR (400 MHz, DMSO-d6) δ ppm 1.28 (br. s., 3H) 2.33 (d, J=2.27 Hz, 3H) 2.84 (s, 3H) 3.13-3.74 (m, 7H) 7.63 (d, J=6.82 Hz, 1H) 7.71-7.78 (m, 1H) 7.90-8.67 (m, 4H). ESI-MS m/z [M+H]+ 435.3. Run in C(Cl)Cl (DCM). Yield: 100.7%. Product: ClC=1C=CC=2N(N1)C(=CN2)CC2=CC1=C(N=C(S1)S(=O)C)C=C2 (6-((6-chloroimidazo[1,2-b]pyridazin-3-yl)methyl)-2-(methylsulfinyl)benzo[d]thiazole). Starting materials: ClC=1C=CC=2N(N1)C(=CN2)CC2=CC1=C(N=C(S1)SC)C=C2 (6-((6-chloroimidazo[1,2-b]pyridazin-3-yl)methyl)-2-(methylthio)benzo[d]thiazole), C1=CC(=CC(=C1)Cl)C(=O)OO (m-CPBA), [O-]S(=O)(=S)[O-].[Na+].[Na+] (Na2S2O3). Conditions: temperature 0 celsius, time 2 hour. Procedure details: To a solution of 6-((6-chloroimidazo[1,2-b]pyridazin-3-yl)methyl)-2-(methylthio)benzo[d]thiazole (1.6 g, 4.6 mmol) in DCM (90 mL) was added m-CPBA (1.0 g, 5.8 mmol) at 0° C. The reaction mixture was stirred for 2 h at 0° C., then aq Na2S2O3 (45 mL) was added and the mixture was stirred for 0.5 h. The organic layer was separated, dried over Na2SO4, filtered and concentrated under reduced pressure. The residue was purified by silica gel chromatography eluting with 50:1 to 20:1 DCM/MeOH to afford 6... RXN SMILES: [Cl:1][C:2]1[CH:3]=[CH:4][C:5]2[N:6]([C:8]([CH2:11][C:12]3[CH:22]=[CH:21][C:15]4[N:16]=[C:17]([S:19][CH3:20])[S:18][C:14]=4[CH:13]=3)=[CH:9][N:10]=2)[N:7]=1.C1C=C(Cl)C=C(C(OO)=[O:31])C=1.[O-]S([O-])(=S)=O.[Na+].[Na+]>C(Cl)Cl>[Cl:1][C:2]1[CH:3]=[CH:4][C:5]2[N:6]([C:8]([CH2:11][C:12]3[CH:22]=[CH:21][C:15]4[N:16]=[C:17]([S:19]([CH3:20])=[O:31])[S:18][C:14]=4[CH:13]=3)=[CH:9][N:10]=2)[N:7]=1 |f:2.3.4|. The reactants are CCCC[N+](CCCC)(CCCC)CCCC.[F-] (TBAF), C(C)(C)(C)[SiH2]OC(C1CN(C(O1)=O)C1=CC(=C(C=C1)B1OC(C(O1)(C)C)(C)C)F)(C)C (5-(tert-Butyl-dimethyl-silanyloxymethyl)-3-[3-fluoro-4-(4,4,5,5-tetramethyl-[1,3,2]dioxaborolan-2-yl)-phenyl]-oxazolidin-2-one), BrC=1C=CC(=NC1)C1(CN2C(O1)=NC(=C2)[N+](=O)[O-])C (2-(5-Bromo-pyridin-2-yl)-2-methyl-6-nitro-2,3-dihydro-imidazo[2,1-b]oxazole). The product is FC=1C=C(C=CC1C=1C=NC(=CC1)C1(CN2C(O1)=NC(=C2)[N+](=O)[O-])C)N2C(OC(C2)CO)=O (3-{3-Fluoro-4-[6-(2-methyl-6-nitro-2,3-dihydro-imidazo[2,1-b]oxazol-2-yl)-pyridin-3-yl]-phenyl}-5-hydroxymethyl-oxazolidin-2-one), solid. As a reaction SMILES: C([SiH2][O:6][C:7](C)(C)[CH:8]1[O:12][C:11](=[O:13])[N:10]([C:14]2[CH:19]=[CH:18][C:17](B3OC(C)(C)C(C)(C)O3)=[C:16]([F:29])[CH:15]=2)[CH2:9]1)(C)(C)C.Br[C:33]1[CH:34]=[CH:35][C:36]([C:39]2([CH3:50])[O:43][C:42]3=[N:44][C:45]([N+:47]([O-:49])=[O:48])=[CH:46][N:41]3[CH2:40]2)=[N:37][CH:38]=1.CCCC[N+](CCCC)(CCCC)CCCC.[F-]>>[F:29][C:16]1[CH:15]=[C:14]([N:10]2[CH2:9][CH:8]([CH2:7][OH:6])[O:12][C:11]2=[O:13])[CH:19]=[CH:18][C:17]=1[C:33]1[CH:38]=[N:37][C:36]([C:39]2([CH3:50])[O:43][C:42]3=[N:44][C:45]([N+:47]([O-:49])=[O:48])=[CH:46][N:41]3[CH2:40]2)=[CH:35][CH:34]=1 |f:2.3|. Procedure: The titled compound was prepared using the same procedure as described previously (see Example 2-1, Step 3), except that 5-(tert-Butyl-dimethyl-silanyloxymethyl)-3-[3-fluoro-4-(4,4,5,5-tetramethyl-[1,3,2]dioxaborolan-2-yl)-phenyl]-oxazolidin-2-one, and 2-(5-Bromo-pyridin-2-yl)-2-methyl-6-nitro-2,3-dihydro-imidazo[2,1-b]oxazole were used as the starting materials, and TBAF deprotection required. The titled compound was obtained as slightly yellow solid (60 mg). ESI MS m/z 456 (M+H). 1H NMR (DMSO-... The reactants are C(CCC)[Li] (n-butyllithium), CCOCC (ether), [Br-].CC=1OC(=C(C1[P+](C1=CC=CC=C1)(C1=CC=CC=C1)C1=CC=CC=C1)C)C (2,4,5-trimethyl-3-furyl-triphenylphosphonium bromide), F\C(\C(=O)OCC)=C(\C)/C=O (ethyl 2Z-2-fluoro-3-formyl-butenoate). The solvent is O1CCCC1 (tetrahydrofuran), O (water). Run at temperature -60 celsius. Product: F\C(\C(=O)OCC)=C(/C=C/C1=C(OC(=C1C)C)C)\C (Ethyl 2Z,4E-2-fluoro-3-methyl-5-(2,4,5-trimethyl-3-furyl)pentadienoate). Reaction SMILES: [Br-].[CH3:2][C:3]1[O:4][C:5]([CH3:28])=[C:6]([CH3:27])[C:7]=1[P+](C1C=CC=CC=1)(C1C=CC=CC=1)C1C=CC=CC=1.[CH2:29]([Li])CCC.[F:34]/[C:35](=[C:41](\[CH:43]=O)/[CH3:42])/[C:36]([O:38][CH2:39][CH3:40])=[O:37].CCOCC>O1CCCC1.O>[F:34]/[C:35](=[C:41](/[CH3:42])\[CH:43]=[CH:29]\[C:7]1[C:6]([CH3:27])=[C:5]([CH3:28])[O:4][C:3]=1[CH3:2])/[C:36]([O:38][CH2:39][CH3:40])=[O:37] |f:0.1|. Procedure details: A suspension of 35 g. (75 mmol) of 2,4,5-trimethyl-3-furyl-triphenylphosphonium bromide in tetrahydrofuran was stirred under argon and cooled to -60° C. The ylide was formed by adding 1.1 equivalents of n-butyllithium and warming to -35° C. for 15 minutes. A solution of 10.6 g. (66 mmol) of ethyl 2Z-2-fluoro-3-formyl-butenoate in 50 ml. of ether was added slowly. After warming to 0° C., the reaction was poured into water and extracted with hexane. This was purified by partitioning between hexane... The reactants are NC1=NC(=CC(=N1)NC1=CC=C(OC2=CC(=NC=C2)C(=O)O)C=C1)C1=CC=CC=C1 (4-{4-[(2-amino-6-phenylpyrimidin-4-yl)amino]phenoxy}pyridine-2-carboxylic acid), COCCNC (2-methoxyethyl-N-methyl amine). The product is NC1=NC(=CC(=N1)NC1=CC=C(OC2=CC(=NC=C2)C(=O)N(C)CCOC)C=C1)C1=CC=CC=C1 (4-{4-[(2-amino-6-phenylpyrimidin-4-yl)amino]phenoxy}-N-(2-methoxyethyl)-N-methylpyridine-2-carboxamide). Reaction SMILES: [NH2:1][C:2]1[N:7]=[C:6]([NH:8][C:9]2[CH:24]=[CH:23][C:12]([O:13][C:14]3[CH:19]=[CH:18][N:17]=[C:16]([C:20](O)=[O:21])[CH:15]=3)=[CH:11][CH:10]=2)[CH:5]=[C:4]([C:25]2[CH:30]=[CH:29][CH:28]=[CH:27][CH:26]=2)[N:3]=1.[CH3:31][O:32][CH2:33][CH2:34][NH:35][CH3:36]>>[NH2:1][C:2]1[N:7]=[C:6]([NH:8][C:9]2[CH:24]=[CH:23][C:12]([O:13][C:14]3[CH:19]=[CH:18][N:17]=[C:16]([C:20]([N:35]([CH2:34][CH2:33][O:32][CH3:31])[CH3:36])=[O:21])[CH:15]=3)=[CH:11][CH:10]=2)[CH:5]=[C:4]([C:25]2[CH:26]=[CH:27][CH:28]=[CH:29][CH:30]=2)[N:3]=1. Reported procedure: This material is prepared by a method analogous to that described for Example 21, starting from 4-{4-[(2-amino-6-phenylpyrimidin-4-yl)amino]phenoxy}pyridine-2-carboxylic acid and 2-methoxyethyl-N-methyl amine. Reactants: [Mg] (Magnesium), C(C)(C)(C)[S@](=O)N=CC1=CC=C(C(=O)OC(C)C)C=C1 ((S)-isopropyl 4-((tert-butylsulfinylimino)methyl)benzoate), CC(C)([S@](=O)NC(CCCCC(C)C)C1=CC=C(C(=O)OC(C)C)C=C1)C (isopropyl 4-(1-((S)-1,1-dimethylethylsulfinamido)-6-methylheptyl)benzoate), BrCCCCC(C)C (1-Bromo-5-methylhexane), [NH4+].[Cl-] (NH4Cl). Run in C(Cl)Cl (DCM), C(C)OCC (ethyl ether), C(C)(C)O (isopropyl alcohol), CCCCCC (hexane), CCOC(=O)C (EtOAc). Reaction conditions: time 3.5 hour. Product: CC(C)([S@](=O)N[C@H](CCCCC(C)C)C1=CC=C(C(=O)OC(C)C)C=C1)C (isopropyl 4-((R)-1-((S)-1,1-dimethylethylsulfinamido)-6-methylheptyl)benzoate). Isolated yield 17.6%. As a reaction SMILES: [Mg].BrCCCCC(C)C.C([S@@](N=CC1C=CC(C(OC(C)C)=O)=CC=1)=O)(C)(C)C.[NH4+].[Cl-].[CH3:32][C:33]([CH3:58])([S@@:35]([NH:37][CH:38]([C:46]1[CH:57]=[CH:56][C:49]([C:50]([O:52][CH:53]([CH3:55])[CH3:54])=[O:51])=[CH:48][CH:47]=1)[CH2:39][CH2:40][CH2:41][CH2:42][CH:43]([CH3:45])[CH3:44])=[O:36])[CH3:34]>C(Cl)Cl.CCCCCC.C(O)(C)C.CCOC(C)=O.C(OCC)C>[CH3:34][C:33]([CH3:32])([S@@:35]([NH:37][C@@H:38]([C:46]1[CH:47]=[CH:48][C:49]([C:50]([O:52][CH:53]([CH3:54])[CH3:55])=[O:51])=[CH:56][CH:57]=1)[CH2:39][CH2:40][CH2:41][CH2:42][CH:43]([CH3:45])[CH3:44])=[O:36])[CH3:58] |f:3.4|. Reported procedure: Magnesium turnings (2.21 g, 90.9 mmol) were stirred with a magnetic stir bar overnight in a 500 ml round-bottom flask. Anhydrous ethyl ether 9173 ml) was added. 1-Bromo-5-methylhexane (15.0 g, 90.9 mmol) was added dropwise over 40 minutes. The solution was stirred at RT for 3.5 hours. The grignard solution was added to (S)-isopropyl 4-((tert-butylsulfinylimino)methyl)benzoate (13.4 g, 45.4 mmol) in 100 mL anhydrous DCM at −48° C. The solution was allowed to gradually warm to RT and was stirred a... The reactants are C(CCC)[Sn](C(=C)OCC)(CCCC)CCCC (Tributyl(1-ethoxyvinyl)tin), Cl (HCl), BrC=1C=C2C(CC(NC2=CC1)=O)(C)C (6-bromo-4,4-dimethyl-3,4-dihydro-1H-quinolin-2-one), BrC=1C=C2C(CC(NC2=CC1)=O)(C)C (6-bromo-4,4-dimethyl-3,4-dihydro-1H-quinolin-2-one). Reagents/catalysts: Cl[Pd]([P](C1=CC=CC=C1)(C2=CC=CC=C2)C3=CC=CC=C3)([P](C4=CC=CC=C4)(C5=CC=CC=C5)C6=CC=CC=C6)Cl (PdCl2(PPh3)2). Solvent: C1CCOC1 (THF). Reaction conditions: temperature 80 celsius, time 18 hour. Product: C(C)(=O)C=1C=C2C(CC(NC2=CC1)=O)(C)C (6-Acetyl-4,4-dimethyl-3,4-dihydro-1H-quinolin-2-one). Yield: 66.9%. Reaction SMILES: Br[C:2]1[CH:3]=[C:4]2[C:9](=[CH:10][CH:11]=1)[NH:8][C:7](=[O:12])[CH2:6][C:5]2([CH3:14])[CH3:13].C([Sn](CCCC)(CCCC)[C:20]([O:22]CC)=[CH2:21])CCC.Cl>C1COCC1.Cl[Pd](Cl)([P](C1C=CC=CC=1)(C1C=CC=CC=1)C1C=CC=CC=1)[P](C1C=CC=CC=1)(C1C=CC=CC=1)C1C=CC=CC=1>[C:20]([C:2]1[CH:3]=[C:4]2[C:9](=[CH:10][CH:11]=1)[NH:8][C:7](=[O:12])[CH2:6][C:5]2([CH3:14])[CH3:13])(=[O:22])[CH3:21] |^1:41,60|. Procedure: A solution of 6-bromo-4,4-dimethyl-3,4-dihydro-1H-quinolin-2-one (Intermediate 4, 270 mg, 1.06 mmol) in 5 ml of THF was first degassed by bubbling with argon for 30 min. Tributyl(1-ethoxyvinyl)tin (766 mg, 2.12 mmol) and PdCl2(PPh3)2 (37mg, 0.05 mmol) were added. After stirring at 80° C. for 18 h, the mixture was cooled to room temperature and 3 mL of 10% HCl was added. The mixture was then stirred for another 30 min before extracted with ethyl acetate (3×10 mL). The combined organic layer was w... The reactants are BrC1=CC=C(C(=O)O)C=C1 (p-Bromobenzoic acid), C1(=CC=CC=C1)C1CNCC1 (3-Phenylpyrrolidine), C(CCl)Cl (EDC), C=1C=CC2=C(C1)N=NN2O (HOBt), CCN(C(C)C)C(C)C (Hunig's Base). The solvent is CN(C)C=O (DMF), O (water). Yields the product BrC1=CC=C(C=C1)C(=O)N1CC(CC1)C1=CC=CC=C1 ((4-Bromo-phenyl)-(3-phenyl-pyrrolidin-1-yl)-methanone). RXN SMILES: [Br:1][C:2]1[CH:10]=[CH:9][C:5]([C:6]([OH:8])=O)=[CH:4][CH:3]=1.[C:11]1([CH:17]2[CH2:21][CH2:20][NH:19][CH2:18]2)[CH:16]=[CH:15][CH:14]=[CH:13][CH:12]=1.C(Cl)CCl.C1C=CC2N(O)N=NC=2C=1.CCN(C(C)C)C(C)C>CN(C=O)C.O>[Br:1][C:2]1[CH:3]=[CH:4][C:5]([C:6]([N:19]2[CH2:20][CH2:21][CH:17]([C:11]3[CH:16]=[CH:15][CH:14]=[CH:13][CH:12]=3)[CH2:18]2)=[O:8])=[CH:9][CH:10]=1. Procedure details: The above compound could be made in the following manner analogous to Example 60: 1 equivalent of p-Bromobenzoic acid, 1 equivalent 3-Phenylpyrrolidine, 1.1 equivalents of EDC, 1.1 equivalents of HOBt and 1 equivalent of Hunig's Base in DMF would be stirred at room temperature overnight. The solution would then be diluted with water and extracted with ethyl acetate. The organic layers would be combined and washed with water, aqueous saturated sodium bicarbonate solution, 1N HCl and brine. The or... Reactants: COC(=O)CN1CCc2cc(SCc3sc(-c4ccc(C(F)(F)F)cc4)nc3C)ccc2C1, COC(=O)C1Cc2ccc(S)cc2C1. Yields the product COC(=O)CN1CCc2cc(S)ccc2C1. Reaction SMILES: [CH3:15][O:16][C:17]([CH2:18][N:19]1[CH2:20][c:21]2[cH:22][cH:23][c:24]([S:29][CH2:30][c:31]3[s:32][c:33](-[c:34]4[cH:35][cH:36][c:37]([C:38]([F:39])([F:40])[F:41])[cH:42][cH:43]4)[n:44][c:45]3[CH3:46])[cH:25][c:26]2[CH2:27][CH2:28]1)=[O:47].[CH3:1][O:2][C:3]([CH:4]1[CH2:5][c:6]2[c:7]([cH:8][cH:9][c:10]([SH:11])[cH:12]2)[CH2:13]1)=[O:14]>>[CH3:15][O:16][C:17]([CH2:18][N:19]1[CH2:20][c:21]2[cH:22][cH:23][c:24]([SH:29])[cH:25][c:26]2[CH2:27][CH2:28]1)=[O:47].